Dataset: the Open Reaction Database (ORD), a public repository of structured organic reaction records. Task: describe an organic reaction: reactants, conditions, products, and yield Reactants: P(Br)(Br)Br (PBr3), FC(OC1=CC=C(C=C1)N1N=C(C=C1)CO)(F)F ({1-[4-(trifluoromethoxy)phenyl]-1H-pyrazol-3-yl}methanol). The solvent is CCOCC (ether). Conditions: time 17 hour. Product: BrCC1=NN(C=C1)C1=CC=C(C=C1)OC(F)(F)F (3-(bromomethyl)-1-[4-(trifluoromethoxy)phenyl]-1H-pyrazole). Yield: 89.3%. Reaction SMILES: P(Br)(Br)[Br:2].[F:5][C:6]([F:22])([F:21])[O:7][C:8]1[CH:13]=[CH:12][C:11]([N:14]2[CH:18]=[CH:17][C:16]([CH2:19]O)=[N:15]2)=[CH:10][CH:9]=1>CCOCC>[Br:2][CH2:19][C:16]1[CH:17]=[CH:18][N:14]([C:11]2[CH:12]=[CH:13][C:8]([O:7][C:6]([F:22])([F:21])[F:5])=[CH:9][CH:10]=2)[N:15]=1. Procedure details: PBr3 (0.312 mL, 3.32 mmol) was added to a solution of alcohol 67 (0.858 g, 3.32 mmol) in ether (15 mL) at 0° C. The mixture was stirred at room temperature for 17 h, then cooled to 0° C., quenched with ice, and partitioned between CH2Cl2 and water. Column chromatography of the organic portion on silica gel (eluting with CH2Cl2) gave 3-(bromomethyl)-1-[4-(trifluoromethoxy)phenyl]-1H-pyrazole (68) (0.952 g, 89%) as a white solid: mp 71-73° C.; 1H NMR (CDCl3) δ 7.84 (d, J=2.5 Hz, 1H), 7.69 (d, J=9....